From a dataset of the Open Reaction Database (ORD), a public repository of structured organic reaction records. describe an organic reaction: reactants, conditions, products, and yield The reagents and catalysts are [Pd] (Pd/C). Procedure details: A mixture of O7-benzyl O5-ethyl (5R)-2,2-difluoro-7-azabicyclo[2.2.1]heptane-5,7-dicarboxylate (0.33 g, 1.0 mmol), 10% Pd/C (0.4 g) in methanol (20 mL) was stirred for 24 hours at 1 atm of H2. Removal of catalyst and solvent afforded crude methyl 2,2-difluoro-7-azabicyclo[2.2.1]heptane-5-carboxylate 151a, which was used in next step without purification. Yield: 100%. MS: calc'd (MH +) 192, measured (MH +) 192. As a reaction SMILES: [F:1][C:2]1([F:24])[CH2:7][CH:6]2[N:8](C(OCC3C=CC=CC=3)=O)[CH:3]1[CH2:4][C@H:5]2[C:19]([O:21][CH2:22]C)=[O:20]>CO.[Pd]>[F:24][C:2]1([F:1])[CH2:7][CH:6]2[NH:8][CH:3]1[CH2:4][CH:5]2[C:19]([O:21][CH3:22])=[O:20]. Starting materials: FC1(C2C[C@H](C(C1)N2C(=O)OCC2=CC=CC=C2)C(=O)OCC)F (O7-benzyl O5-ethyl (5R)-2,2-difluoro-7-azabicyclo[2.2.1]heptane-5,7-dicarboxylate). The yield is 100.0%. Reaction conditions: time 24 hour. The product is FC1(C2CC(C(C1)N2)C(=O)OC)F (methyl 2,2-difluoro-7-azabicyclo[2.2.1]heptane-5-carboxylate). Run in CO (methanol). Starting materials: ClC1=NC(=NC(=N1)Cl)OCC(=O)NC1=CC(=CC=C1)C(F)(F)F (2-(4,6-dichloro-[1,3,5]triazin-2-yloxy)-N-(3-trifluoromethyl-phenyl)-acetamide), C1CCOC1 (THF), N (Ammonia). Run in CCOC(=O)C (EtOAc). Reaction conditions: temperature -78 celsius. Product: NC1=NC(=NC(=N1)Cl)OCC(=O)NC1=CC(=CC=C1)C(F)(F)F (2-(4-Amino-6-chloro-[1,3,5]triazin-2-yloxy)-N-(3-trifluoromethyl-phenyl)-acetamide). Isolated yield 25.2%. As a reaction SMILES: Cl[C:2]1[N:7]=[C:6]([Cl:8])[N:5]=[C:4]([O:9][CH2:10][C:11]([NH:13][C:14]2[CH:19]=[CH:18][CH:17]=[C:16]([C:20]([F:23])([F:22])[F:21])[CH:15]=2)=[O:12])[N:3]=1.C1COCC1.[NH3:29]>CCOC(C)=O>[NH2:29][C:2]1[N:7]=[C:6]([Cl:8])[N:5]=[C:4]([O:9][CH2:10][C:11]([NH:13][C:14]2[CH:19]=[CH:18][CH:17]=[C:16]([C:20]([F:23])([F:22])[F:21])[CH:15]=2)=[O:12])[N:3]=1. Reported procedure: To a 25 mL recovery flask was added 2-(4,6-dichloro-[1,3,5]triazin-2-yloxy)-N-(3-trifluoromethyl-phenyl)-acetamide (293 mg, 0.798 mmol, 1.0 eq.) and a stirbar. THF (7 mL) was added and the resulting solution was cooled to −78° C. Ammonia (NH3, 2.0 M in EtOH, 2.00 mL, 6 mmol, 5 eq.) was added in 400 μl aliquots until the reaction was complete by LC/MS analysis. The reaction mixture was diluted with EtOAc (50 mL) and washed with H2O (1×50 mL) and brine (1×50 mL). The combined aqueous phases were e... Starting materials: ClC1=C(C(=C(C=C1)CNC(=O)C=1NC2=CC(=CC=C2C1)NC(CCOC(C)(C)C)=O)F)OC1=CC(=CC(=C1)C#N)Cl (N-({4-chloro-3-[(3-chloro-5-cyanophenyl)oxy]-2-fluorophenyl}methyl)-6-({3-[(1,1-dimethylethyl)oxy]propanoyl}amino)-1H-indole-2-carboxamide). Solvent: Cl (HCl), O1CCOCC1 (dioxane). Conditions: temperature 105 celsius. The product is ClC1=C(C(=C(C=C1)CNC(=O)C=1NC2=CC(=CC=C2C1)NC(CCO)=O)F)OC1=CC(=CC(=C1)C#N)Cl (N-({4-chloro-3-[(3-chloro-5-cyanophenyl)oxy]-2-fluorophenyl}methyl)-6-[(3-hydroxypropanoyl)amino]-1H-indole-2-carboxamide). Yield: 20.3%. RXN SMILES: [Cl:1][C:2]1[CH:7]=[CH:6][C:5]([CH2:8][NH:9][C:10]([C:12]2[NH:13][C:14]3[C:19]([CH:20]=2)=[CH:18][CH:17]=[C:16]([NH:21][C:22](=[O:30])[CH2:23][CH2:24][O:25]C(C)(C)C)[CH:15]=3)=[O:11])=[C:4]([F:31])[C:3]=1[O:32][C:33]1[CH:38]=[C:37]([C:39]#[N:40])[CH:36]=[C:35]([Cl:41])[CH:34]=1>Cl.O1CCOCC1>[Cl:1][C:2]1[CH:7]=[CH:6][C:5]([CH2:8][NH:9][C:10]([C:12]2[NH:13][C:14]3[C:19]([CH:20]=2)=[CH:18][CH:17]=[C:16]([NH:21][C:22](=[O:30])[CH2:23][CH2:24][OH:25])[CH:15]=3)=[O:11])=[C:4]([F:31])[C:3]=1[O:32][C:33]1[CH:38]=[C:37]([C:39]#[N:40])[CH:36]=[C:35]([Cl:41])[CH:34]=1. Reported procedure: N-({4-chloro-3-[(3-chloro-5-cyanophenyl)oxy]-2-fluorophenyl}methyl)-6-({3-[(1,1-dimethylethyl)oxy]propanoyl}amino)-1H-indole-2-carboxamide (0.049 g, 0.082 mmol) was dissolved in 4N HCl in dioxane (3 mL). The mixture was heated in a 105° C. oil bath under a reflux condenser for 3 days. The solvent was evaporated and the residue was purified by reverse phase HPLC (acetonitrile:water with 0.1% TFA) to give the title compound (0.009 g, 20%) as a white solid. 1H NMR (400 MHz, DMSO-d6) δ ppm 11.48 (br... Starting materials: O1N=C(CC1)C1=C(N)C=CC=C1C (2-(4,5-dihydroisoxazol-3-yl)-3-methylaniline), CSSC (dimethyl disulfide), N(=O)OCCCC (n-butyl nitrite). The reagents and catalysts are [Cu] (copper). Run at temperature 60 celsius, time 1.5 hour. The product is CC1=C(C(=CC=C1)SC)C1=NOCC1 (3-(2-methyl-6-methylthiophenyl)-4,5-dihydroisoxazole). Reaction SMILES: [O:1]1[CH2:5][CH2:4][C:3]([C:6]2[C:12]([CH3:13])=[CH:11][CH:10]=[CH:9][C:7]=2N)=[N:2]1.N(OCCCC)=O.[CH3:21][S:22]SC>[Cu]>[CH3:13][C:12]1[CH:11]=[CH:10][CH:9]=[C:7]([S:22][CH3:21])[C:6]=1[C:3]1[CH2:4][CH2:5][O:1][N:2]=1. Reported procedure: 40 g (0.22 mol) of 2-(4,5-dihydroisoxazol-3-yl)-3-methylaniline and 1.5 g of copper powder are initially charged in 300 ml of dimethyl disulfide, and 26.1 g of n-butyl nitrite (0.23 mol) are added dropwise at 55-66° C. The mixture is then stirred at 60° C. for 1.5 hours. For work-up, the hot mixture is filtered through activated carbon and then washed with dilute hydrochloric acid and water and then concentrated under reduced pressure. This gives 44.5 g (88%) of a dark oil which solidifies after... Product: COC=1C(=CC2=C(NC(S2)=O)C1)OC (5,6-Dimethoxy-2(3H)-benzothiazolone). Run in C(C)O (ethanol), N (ammonia). RXN SMILES: C([N:4]1[C:8]2[CH:9]=[C:10]([O:15][CH3:16])[C:11]([O:13][CH3:14])=[CH:12][C:7]=2[S:6][C:5]1=[O:17])(=O)C>C(O)C.N>[CH3:16][O:15][C:10]1[C:11]([O:13][CH3:14])=[CH:12][C:7]2[S:6][C:5](=[O:17])[NH:4][C:8]=2[CH:9]=1. The reactants are C(C)(=O)N1C(SC2=C1C=C(C(=C2)OC)OC)=O (3-acetyl-5,6-dimethoxy-2(3H)-benzothiazolone). Procedure details: 2.533 gm (0.01 mol) of 3-acetyl-5,6-dimethoxy-2(3H)-benzothiazolone were refluxed for 2 hours in a mixture of 40 ml of ethanol and 50 ml of concentrated ammonia. The mixture was concentrated to one-fourth of its original volume, allowed to cool and filtered. The dried residue was purified by chromatography on silica gel, using 1,2-dichloroethane/acetone (volume ratio 9:1) for elution. The residues of the evaporated eluates were recrystallized from methanol in the presence of activated charcoal, ...